This data is from the Open Reaction Database (ORD), a public repository of structured organic reaction records. The task is: describe an organic reaction: reactants, conditions, products, and yield The reactants are C(C)(=O)O[C@H]1[C@@H](O[C@@H]([C@H]1OC(C)=O)COC(C)=O)N1C2=NC(=NC(=C2N=C1)NCC(C1=CC=CC=C1)C1=CC=CC=C1)C(=O)OCC (ethyl 9-{(2R,3R,4R,5R)-3,4-bis(acetyloxy)-5-[(acetyloxy)methyl]tetrahydro-2-furanyl}-6-[(2,2-diphenylethyl)amino]-9H-purine-2-carboxylate), [O-]CC.[Na+] (sodium ethoxide), C(C)(=O)O (acetic acid), resultant mixture. The solvent is C(C)O (ethanol). Yields the product O[C@H]1[C@@H](O[C@@H]([C@H]1O)CO)N1C2=NC(=NC(=C2N=C1)NCC(C1=CC=CC=C1)C1=CC=CC=C1)C(=O)OCC (Ethyl 9-[(2R,3R,4S,5R)-3,4-dihydroxy-5-(hydroxymethyl)tetrahydro-2-furanyl]-6-[(2,2-diphenylethyl)amino]-9H-purine-2-carboxylate). As a reaction SMILES: C([O:4][C@@H:5]1[C@H:9]([O:10]C(=O)C)[C@@H:8]([CH2:14][O:15]C(=O)C)[O:7][C@H:6]1[N:19]1[CH:27]=[N:26][C:25]2[C:20]1=[N:21][C:22]([C:43]([O:45][CH2:46][CH3:47])=[O:44])=[N:23][C:24]=2[NH:28][CH2:29][CH:30]([C:37]1[CH:42]=[CH:41][CH:40]=[CH:39][CH:38]=1)[C:31]1[CH:36]=[CH:35][CH:34]=[CH:33][CH:32]=1)(=O)C.[O-]CC.[Na+].C(O)(=O)C>C(O)C>[OH:4][C@@H:5]1[C@H:9]([OH:10])[C@@H:8]([CH2:14][OH:15])[O:7][C@H:6]1[N:19]1[CH:27]=[N:26][C:25]2[C:20]1=[N:21][C:22]([C:43]([O:45][CH2:46][CH3:47])=[O:44])=[N:23][C:24]=2[NH:28][CH2:29][CH:30]([C:31]1[CH:36]=[CH:35][CH:34]=[CH:33][CH:32]=1)[C:37]1[CH:42]=[CH:41][CH:40]=[CH:39][CH:38]=1 |f:1.2|. Procedure: To a solution of crude ethyl 9-{(2R,3R,4R,5R)-3,4-bis(acetyloxy)-5-[(acetyloxy)methyl]tetrahydro-2-furanyl}-6-[(2,2-diphenylethyl)amino]-9H-purine-2-carboxylate (Preparation 64) (74.9 g, assumed 0.103 moles) in warm absolute ethanol (330 ml) was added sodium ethoxide (1.2 g, 0.018 moles) in portions over 23 hours. The resultant mixture was stirred for a further 3 hours and then glacial acetic acid (1.5 ml) was added. The mixture was concentrated in vacuo to give the crude product as a light brow... Starting materials: FC=1C=CC(=NC1)C1=NOC(=C1CO)C ([3-(5-fluoro-pyridin-2-yl)-5-methyl-isoxazol-4-yl]-methanol), C(O)([O-])=O.[Na+] (sodium hydrogen carbonate). Run in C(Cl)Cl (DCM), C(Cl)Cl (DCM). Run at temperature 0 celsius. Yields the product FC=1C=CC(=NC1)C1=NOC(=C1C=O)C (3-(5-Fluoro-pyridin-2-yl)-5-methyl-isoxazole-4-carbaldehyde). The yield is 90.3%. Reaction SMILES: [F:1][C:2]1[CH:3]=[CH:4][C:5]([C:8]2[C:12]([CH2:13][OH:14])=[C:11]([CH3:15])[O:10][N:9]=2)=[N:6][CH:7]=1.C(=O)([O-])O.[Na+]>C(Cl)Cl>[F:1][C:2]1[CH:3]=[CH:4][C:5]([C:8]2[C:12]([CH:13]=[O:14])=[C:11]([CH3:15])[O:10][N:9]=2)=[N:6][CH:7]=1 |f:1.2|. Procedure details: To a solution of [3-(5-fluoro-pyridin-2-yl)-5-methyl-isoxazol-4-yl]-methanol (1.9 g, 9.13 mmol) in DCM (38 mL) was added a suspension of DMP (4.65 g, 10.96 mmol) in DCM (30 mL) portionwise and under argon at room temperature and then the mixture was cooled to 0° C. and the resulting mixture warmed up to room temperature overnight. The mixture was then poured carefully into stirred saturated sodium hydrogen carbonate solution and the aqueous layer extracted with DCM. The combined organic layers w... Reactants: O1CCCC1 (tetrahydrofuran), C(C1=CC=CC=C1)OC(N[C@@H]1CC([C@H]2OC(O[C@H]21)(C)C)=C)=O (benzyl((3aS,4R,6aR)-2,2-dimethyl-6-methylenetetrahydro-3aH-cyclopenta[d][1,3]dioxol-4-yl)carbamate), O1CCCC1 (tetrahydrofuran), [OH-].[Na+] (sodium hydroxide), OO (hydrogen peroxide). Solvent: O (Water). Run at time 1 hour. Product: C(C1=CC=CC=C1)OC(N[C@@H]1C[C@H]([C@H]2OC(O[C@H]21)(C)C)CO)=O (benzyl((3aS,4R,6S,6aR)-6-(hydroxymethyl)-2,2-dimethyltetrahydro-3aH-cyclopenta[d][1,3]dioxol-4-yl)carbamate). The yield is 44.1%. As a reaction SMILES: [O:1]1CCCC1.[CH2:6]([O:13][C:14](=[O:27])[NH:15][C@H:16]1[C@H:23]2[C@H:19]([O:20][C:21]([CH3:25])([CH3:24])[O:22]2)[C:18](=[CH2:26])[CH2:17]1)[C:7]1[CH:12]=[CH:11][CH:10]=[CH:9][CH:8]=1.[OH-].[Na+].OO>O>[CH2:6]([O:13][C:14](=[O:27])[NH:15][C@H:16]1[C@H:23]2[C@H:19]([O:20][C:21]([CH3:24])([CH3:25])[O:22]2)[C@H:18]([CH2:26][OH:1])[CH2:17]1)[C:7]1[CH:12]=[CH:11][CH:10]=[CH:9][CH:8]=1 |f:2.3|. Reported procedure: Borane-THF complex in tetrahydrofuran (1M, 0.99 mL, 0.99 mmol) was added to a 0° C. solution of benzyl((3aS,4R,6aR)-2,2-dimethyl-6-methylenetetrahydro-3aH-cyclopenta[d][1,3]dioxol-4-yl)carbamate (0.150 g, 0.494 mmol) in tetrahydrofuran (10 mL, 0.1 mol). Some bubbling initially observed, the mixture stirred at room temperature for 1 hour. The reaction was quenched via the addition of aqueous sodium hydroxide (4M, 1.24 mL, 0.00494 mol) and hydrogen peroxide 35% (35%, 0.425 ml, 4.94 mmol) were adde... Product: COc1ccc(-c2cccc3c2C(=Cc2[nH]c(C)cc2C)C(=O)N3)cc1. Starting materials: C1CCNCC1, Cc1cc(C)c(C=O)[nH]1, COc1ccc(-c2cccc3c2CC(=O)N3)cc1, CCO. Reaction SMILES: [CH2:28]1[CH2:29][CH2:30][NH:31][CH2:32][CH2:33]1.[CH3:19][c:20]1[c:21]([CH:26]=[O:27])[nH:22][c:23]([CH3:25])[cH:24]1.[CH3:1][O:2][c:3]1[cH:4][cH:5][c:6](-[c:9]2[c:10]3[c:14]([cH:15][cH:16][cH:17]2)[NH:13][C:12](=[O:18])[CH2:11]3)[cH:7][cH:8]1.[CH3:34][CH2:35][OH:36]>>[CH3:1][O:2][c:3]1[cH:4][cH:5][c:6](-[c:9]2[c:10]3[c:14]([cH:15][cH:16][cH:17]2)[NH:13][C:12](=[O:18])[C:11]3=[CH:26][c:21]2[c:20]([CH3:19])[cH:24][c:23]([CH3:25])[nH:22]2)[cH:7][cH:8]1.